From a dataset of the Open Reaction Database (ORD), a public repository of structured organic reaction records. describe an organic reaction: reactants, conditions, products, and yield Starting materials: C(C)NC1=NC(=CC(=N1)C1=NC(=NO1)C1=CC(=C(OCC(CO)O)C(=C1)C)C)C (rac-3-{4-[5-(2-ethylamino-6-methyl-pyrimidin-4-yl)-[1,2,4]oxadiazol-3-yl]-2,6-dimethyl-phenoxy}-propane-1,2-diol), CC1=CC(=NC(=N1)NCCC)C(=O)O (6-methyl-2-propylamino-pyrimidine-4-carboxylic acid). Yields the product CC1=C(OCC(CO)O)C(=CC(=C1)C1=NOC(=N1)C1=NC(=NC(=C1)C)NCCC)C (rac-3-{2,6-Dimethyl-4-[5-(6-methyl-2-propylamino-pyrimidin-4-yl)-[1,2,4]oxadiazol-3-yl]-phenoxy}-propane-1,2-diol). Reaction SMILES: [CH2:1]([NH:3][C:4]1[N:9]=[C:8]([C:10]2[O:14][N:13]=[C:12]([C:15]3[CH:26]=[C:25]([CH3:27])[C:18]([O:19][CH2:20][CH:21]([OH:24])[CH2:22][OH:23])=[C:17]([CH3:28])[CH:16]=3)[N:11]=2)[CH:7]=[C:6]([CH3:29])[N:5]=1)[CH3:2].[CH3:30]C1N=C(NCCC)N=C(C(O)=O)C=1>>[CH3:27][C:25]1[CH:26]=[C:15]([C:12]2[N:11]=[C:10]([C:8]3[CH:7]=[C:6]([CH3:29])[N:5]=[C:4]([NH:3][CH2:1][CH2:2][CH3:30])[N:9]=3)[O:14][N:13]=2)[CH:16]=[C:17]([CH3:28])[C:18]=1[O:19][CH2:20][CH:21]([OH:24])[CH2:22][OH:23]. Procedure: rac-3-{2,6-Dimethyl-4-[5-(6-methyl-2-propylamino-pyrimidin-4-yl)-[1,2,4]oxadiazol-3-yl]-phenoxy}-propane-1,2-diol is prepared in analogy to rac-3-{4-[5-(2-ethylamino-6-methyl-pyrimidin-4-yl)-[1,2,4]oxadiazol-3-yl]-2,6-dimethyl-phenoxy}-propane-1,2-diol using 6-methyl-2-propylamino-pyrimidine-4-carboxylic acid; LC-MS: tR=0.85 min*; [M+H]+=414.15. The reactants are CC1=C(N=C(O1)C1=CC=CC=C1)C=CC1=CC=C(/C=C/C=O)C=C1 ((E)-4-[2-(5-Methyl-2-phenyl-4-oxazolyl)vinyl]cinnamaldehyde), O1C(NC(C1)=O)=O (2,4oxazolidinedione). Yields the product CC1=C(N=C(O1)C1=CC=CC=C1)C=CC1=CC=C(/C=C/C=C/2\C(NC(O2)=O)=O)C=C1 ((E,E)-5-[4-[2-(5-methyl-2-phenyl-4-oxazolyl)vinyl]cinnamylidene]2,4-oxazolidinedione). RXN SMILES: [CH3:1][C:2]1[O:6][C:5]([C:7]2[CH:12]=[CH:11][CH:10]=[CH:9][CH:8]=2)=[N:4][C:3]=1[CH:13]=[CH:14][C:15]1[CH:24]=[CH:23][C:18](/[CH:19]=[CH:20]/[CH:21]=O)=[CH:17][CH:16]=1.[O:25]1[CH2:29][C:28](=[O:30])[NH:27][C:26]1=[O:31]>>[CH3:1][C:2]1[O:6][C:5]([C:7]2[CH:8]=[CH:9][CH:10]=[CH:11][CH:12]=2)=[N:4][C:3]=1[CH:13]=[CH:14][C:15]1[CH:16]=[CH:17][C:18](/[CH:19]=[CH:20]/[CH:21]=[C:29]2\[C:28](=[O:30])[NH:27][C:26](=[O:31])[O:25]\2)=[CH:23][CH:24]=1. Procedure: (E)-4-[2-(5-Methyl-2-phenyl-4-oxazolyl)vinyl]cinnamaldehyde and 2,4oxazolidinedione were reacted in the same manner as in Reference Example 28 to yield (E,E)-5-[4-[2-(5-methyl-2-phenyl-4-oxazolyl)vinyl]cinnamylidene]2,4-oxazolidinedione, which was then recrystallized from chloroform-methanol to yield yellow needles having a melting point of 274°-275° C. The reactants are C1(=CC=CC=C1)S(=O)(=O)N (benzenesulfonamide), ClC1=CC=C(C=C1)B(O)O ((4-chlorophenyl)boronic acid), C([O-])([O-])=O.[K+].[K+] (potassium carbonate), BrC1=C(SC(=C1)Br)C(=O)OCC (ethyl 3,5-dibromothiophene-2-carboxylate). The reagents and catalysts are C=1C=CC(=CC1)[P](C=2C=CC=CC2)(C=3C=CC=CC3)[Pd]([P](C=4C=CC=CC4)(C=5C=CC=CC5)C=6C=CC=CC6)([P](C=7C=CC=CC7)(C=8C=CC=CC8)C=9C=CC=CC9)[P](C=1C=CC=CC1)(C=1C=CC=CC1)C=1C=CC=CC1 (tetrakis(triphenylphosphine)palladium(0)). Run in C1(=CC=CC=C1)C (toluene). Conditions: temperature 25 celsius. Product: BrC1=C(SC(=C1)C1=CC=C(C=C1)Cl)C(=O)OCC (Ethyl 3-bromo-5-(4-chlorophenyl)thiophene-2-carboxylate). The yield is 68.2%. RXN SMILES: [Br:1][C:2]1[CH:6]=[C:5](Br)[S:4][C:3]=1[C:8]([O:10][CH2:11][CH3:12])=[O:9].C1(S(N)(=O)=O)C=CC=CC=1.[Cl:23][C:24]1[CH:29]=[CH:28][C:27](B(O)O)=[CH:26][CH:25]=1.C(=O)([O-])[O-].[K+].[K+]>C1(C)C=CC=CC=1.C1C=CC([P]([Pd]([P](C2C=CC=CC=2)(C2C=CC=CC=2)C2C=CC=CC=2)([P](C2C=CC=CC=2)(C2C=CC=CC=2)C2C=CC=CC=2)[P](C2C=CC=CC=2)(C2C=CC=CC=2)C2C=CC=CC=2)(C2C=CC=CC=2)C2C=CC=CC=2)=CC=1>[Br:1][C:2]1[CH:6]=[C:5]([C:27]2[CH:28]=[CH:29][C:24]([Cl:23])=[CH:25][CH:26]=2)[S:4][C:3]=1[C:8]([O:10][CH2:11][CH3:12])=[O:9] |f:3.4.5,^1:49,51,70,89|. Procedure details: To a solution of ethyl 3,5-dibromothiophene-2-carboxylate (Prepared according to procedure reported in J. Chem. Soc. Perkin Trans-1:Organic and Bioorganic Chemistry (1972-1999), 1973, p 1766-1770), 2.0 g (6.36 mmol) in a mixture of toluene: water (35:2 ml) was added (4-chlorophenyl)boronic acid [0.99 g, 6.36 mmol] and potassium carbonate (1.76 g, 12.73 mmol) at 25° C. Nitrogen gas was bubbled through reaction mixture for 15 minutes. To the reaction mixture was then added tetrakis(triphenylphosph... As a reaction SMILES: [CH3:30][OH:31].[OH:1][C:2]1=[C:3]([O:26][CH:27]=[CH:28][CH3:29])[C:4](=[O:25])[O:5][CH:6]1[CH2:7][CH2:8][CH:9]=[CH:10][CH2:11][CH2:12][CH2:13][CH2:14][CH2:15][CH2:16][CH2:17][CH2:18][CH2:19][CH2:20][CH2:21][CH2:22][CH2:23][CH3:24]>>[OH:1][C:2]1=[C:3]([OH:26])[C:4](=[O:25])[O:5][CH:6]1[CH2:7][CH2:8][CH:9]=[CH:10][CH2:11][CH2:12][CH2:13][CH2:14][CH2:15][CH2:16][CH2:17][CH2:18][CH2:19][CH2:20][CH2:21][CH2:22][CH2:23][CH3:24]. Starting materials: CO, CC=COC1=C(O)C(CCC=CCCCCCCCCCCCCCC)OC1=O. Yields the product CCCCCCCCCCCCCCC=CCCC1OC(=O)C(O)=C1O. Starting materials: BrCc1ccccc1, [H-], [Na+], [Na], CN(C)C=O, O=S(=O)(O)c1ccc2ccc(O)cc2c1. The product is [Na], O=S(=O)(O)c1ccc2ccc(OCc3ccccc3)cc2c1. RXN SMILES: [Br:19][CH2:20][c:21]1[cH:22][cH:23][cH:24][cH:25][cH:26]1.[H-:1].[Na+:2].[Na:18].[O:27]=[CH:28][N:29]([CH3:30])[CH3:31].[OH:3][c:4]1[cH:5][cH:6][c:7]2[cH:8][cH:9][c:10]([S:14](=[O:15])(=[O:16])[OH:17])[cH:11][c:12]2[cH:13]1>>[Na:18].[O:3]([c:4]1[cH:5][cH:6][c:7]2[cH:8][cH:9][c:10]([S:14](=[O:15])(=[O:16])[OH:17])[cH:11][c:12]2[cH:13]1)[CH2:20][c:21]1[cH:22][cH:23][cH:24][cH:25][cH:26]1. Reactants: CC(=O)NCC1CN(Cc2ccccc2Cl)CC(C)O1, Cl, [Na+], [OH-]. The product is CC1CN(Cc2ccccc2Cl)CC(CN)O1. Reaction SMILES: [C:1](=[O:2])([CH3:3])[NH:4][CH2:5][CH:6]1[O:7][CH:8]([CH3:20])[CH2:9][N:10]([CH2:12][c:13]2[c:14]([Cl:19])[cH:15][cH:16][cH:17][cH:18]2)[CH2:11]1.[ClH:23].[Na+:22].[OH-:21]>>[NH2:4][CH2:5][CH:6]1[O:7][CH:8]([CH3:20])[CH2:9][N:10]([CH2:12][c:13]2[c:14]([Cl:19])[cH:15][cH:16][cH:17][cH:18]2)[CH2:11]1.